From a dataset of the Open Reaction Database (ORD), a public repository of structured organic reaction records. describe an organic reaction: reactants, conditions, products, and yield Starting materials: CSc1c(C(=O)OC(C)(C)C)nc(-c2ccc(Cl)cc2Cl)n1-c1ccc(Cl)cc1, ClCCl, O=C(O)C(F)(F)F. Yields the product CSc1c(C(=O)O)nc(-c2ccc(Cl)cc2Cl)n1-c1ccc(Cl)cc1. RXN SMILES: [Cl:1][c:2]1[cH:3][cH:4][c:5](-[n:8]2[c:9](-[c:22]3[c:23]([Cl:29])[cH:24][c:25]([Cl:28])[cH:26][cH:27]3)[n:10][c:11]([C:15](=[O:16])[O:17][C:18]([CH3:19])([CH3:20])[CH3:21])[c:12]2[S:13][CH3:14])[cH:6][cH:7]1.[Cl:37][CH2:38][Cl:39].[F:30][C:31]([F:32])([F:33])[C:34]([OH:35])=[O:36]>>[Cl:1][c:2]1[cH:3][cH:4][c:5](-[n:8]2[c:9](-[c:22]3[c:23]([Cl:29])[cH:24][c:25]([Cl:28])[cH:26][cH:27]3)[n:10][c:11]([C:15](=[O:16])[OH:17])[c:12]2[S:13][CH3:14])[cH:6][cH:7]1. The reactants are [BH4-], C=CCC1CC(c2cccc(Cl)c2)C(c2ccc(Cl)cc2)N(C(CC)C(=O)OC)C1=O, CCOCC, [Li+]. Yields the product C=CCC1CC(c2cccc(Cl)c2)C(c2ccc(Cl)cc2)N(C(CC)CO)C1=O. RXN SMILES: [BH4-:32].[CH2:1]([CH:2]=[CH2:3])[CH:4]1[C:5](=[O:31])[N:6]([CH:24]([C:25](=[O:26])[O:27][CH3:28])[CH2:29][CH3:30])[CH:7]([c:17]2[cH:18][cH:19][c:20]([Cl:23])[cH:21][cH:22]2)[CH:8]([c:10]2[cH:11][c:12]([Cl:16])[cH:13][cH:14][cH:15]2)[CH2:9]1.[CH3:34][CH2:35][O:36][CH2:37][CH3:38].[Li+:33]>>[CH2:1]([CH:2]=[CH2:3])[CH:4]1[C:5](=[O:31])[N:6]([CH:24]([CH2:25][OH:26])[CH2:29][CH3:30])[CH:7]([c:17]2[cH:18][cH:19][c:20]([Cl:23])[cH:21][cH:22]2)[CH:8]([c:10]2[cH:11][c:12]([Cl:16])[cH:13][cH:14][cH:15]2)[CH2:9]1. Reported procedure: A solution of (R)-Nω,Nω '-bis(Cbz)-N2 -(Boc)-(R)-N-[1-(4-hydroxyphenyl)-ethyl]arginine amide (11.2 g; 16.4 mmol, from step (b) above) in EtOAc (300 mL) was treated with HCl/EtOAc (300 mL) and stirred overnight at room temperature. The product precipitated as a white residue from which the solvents were decanted. To the residue was added methanol (100 mL) followed by diethyl ether (50 mL). This mixture was slurried and then concentrated at reduced pressure to afford the sub-title compound as a wh... Reaction SMILES: [C:1]([NH:11][C:12](=[N:38][C:39]([O:41][CH2:42][C:43]1[CH:48]=[CH:47][CH:46]=[CH:45][CH:44]=1)=[O:40])[NH:13][CH2:14][CH2:15][CH2:16][C@H:17]([C:26]([NH:28][C@@H:29]([C:31]1[CH:36]=[CH:35][C:34]([OH:37])=[CH:33][CH:32]=1)[CH3:30])=[O:27])[NH:18]C(OC(C)(C)C)=O)([O:3][CH2:4][C:5]1[CH:10]=[CH:9][CH:8]=[CH:7][CH:6]=1)=[O:2].[ClH:49].CCOC(C)=O>CCOC(C)=O>[ClH:49].[C:39]([NH:38][C:12](=[N:11][C:1]([O:3][CH2:4][C:5]1[CH:10]=[CH:9][CH:8]=[CH:7][CH:6]=1)=[O:2])[NH:13][CH2:14][CH2:15][CH2:16][C@H:17]([C:26]([NH:28][C@@H:29]([C:31]1[CH:32]=[CH:33][C:34]([OH:37])=[CH:35][CH:36]=1)[CH3:30])=[O:27])[NH2:18])([O:41][CH2:42][C:43]1[CH:44]=[CH:45][CH:46]=[CH:47][CH:48]=1)=[O:40] |f:1.2,4.5|. Run in CCOC(=O)C (EtOAc). Yields the product Cl.C(=O)(OCC1=CC=CC=C1)NC(NCCC[C@@H](N)C(=O)N[C@H](C)C1=CC=C(C=C1)O)=NC(=O)OCC1=CC=CC=C1 ((R)-Nω,Nω '-bis(Cbz)-(R)-N-[1-(4-Hydroxyphenyl)ethyl]arginine amide hydrochloride). Conditions: time 8 hour. Reactants: C(=O)(OCC1=CC=CC=C1)NC(NCCC[C@@H](NC(=O)OC(C)(C)C)C(=O)N[C@H](C)C1=CC=C(C=C1)O)=NC(=O)OCC1=CC=CC=C1 ((R)-Nω,Nω '-bis(Cbz)-N2 -(Boc)-(R)-N-[1-(4-hydroxyphenyl)-ethyl]arginine amide), Cl.CCOC(=O)C (HCl EtOAc).